From a dataset of the Open Reaction Database (ORD), a public repository of structured organic reaction records. describe an organic reaction: reactants, conditions, products, and yield Reactants: C(=O)([O-])[O-].[K+].[K+] (K2CO3), CO (MeOH), Cl (HCl), C(C)OC=CC=1N([C@H]2[C@H](O)[C@H](O)[C@@H](CO)O2)C=2N=CN=C(C2N1)N (8-ethoxyvinyladenosine). The solvent is C1CCOC1 (THF), C(Cl)Cl (CH2Cl2). Run at time 20 hour. Product: C(C)(=O)C=1N([C@H]2[C@H](O)[C@H](O)[C@@H](CO)O2)C=2N=CN=C(C2N1)N (8-Acetyladenosine). RXN SMILES: Cl.C(O[CH:5]=[CH:6][C:7]1[N:8]([C:18]2[N:19]=[CH:20][N:21]=[C:22]([NH2:25])[C:23]=2[N:24]=1)[C@@H:9]1[O:17][C@H:14]([CH2:15][OH:16])[C@@H:12]([OH:13])[C@H:10]1[OH:11])C.C([O-])([O-])=[O:27].[K+].[K+].CO>C1COCC1.C(Cl)Cl>[C:6]([C:7]1[N:8]([C:18]2[N:19]=[CH:20][N:21]=[C:22]([NH2:25])[C:23]=2[N:24]=1)[C@@H:9]1[O:17][C@H:14]([CH2:15][OH:16])[C@@H:12]([OH:13])[C@H:10]1[OH:11])(=[O:27])[CH3:5] |f:2.3.4|. Reported procedure: 1 M HCl (10 ml) was added to a solution of 8-ethoxyvinyladenosine (17k) (1.48 g, 4.37 mmol) in THF (40 ml) and the solution stirred at room temperature for 20 h. Aqueous K2CO3 was added to neutral pH and the mixture applied directly onto a flash chromatography silica gel column which was developed with 15% MeOH in CH2Cl2; yield 1.17 g (87%). 1H NMR: (300 MHz, DMSO-d6); δ 2.72 (3H, s, COCH3), 3.52-3.71 (2H, m, H-5′), 3.94-3.96 (1H, m, H-4′ el. H-3′), 4.10-4.23 (1H, m, H-3′ or H-4′), 4.94 (1H, m, ... The reactants are BrCCCCCC(=O)Cl (6-Bromohexanoyl chloride), ClC1=C(C=CC=C1)OC (2-chloroanisole), [Cl-].[Al+3].[Cl-].[Cl-] (aluminum chloride). Product: BrCCCCCC(=O)C1=CC(=C(C=C1)OC)Cl (6-bromo-1-(3-chloro-4-methoxyphenyl)-1-hexanone). The yield is 32.8%. RXN SMILES: [Br:1][CH2:2][CH2:3][CH2:4][CH2:5][CH2:6][C:7](Cl)=[O:8].[Cl:10][C:11]1[CH:16]=[CH:15][CH:14]=[CH:13][C:12]=1[O:17][CH3:18].[Cl-].[Al+3].[Cl-].[Cl-]>>[Br:1][CH2:2][CH2:3][CH2:4][CH2:5][CH2:6][C:7]([C:15]1[CH:14]=[CH:13][C:12]([O:17][CH3:18])=[C:11]([Cl:10])[CH:16]=1)=[O:8] |f:2.3.4.5|. Procedure: 6-Bromohexanoyl chloride (2.0 g), 2-chloroanisole (1.17 g) and aluminum chloride (1.12 g) were reacted and treated in the same manner as in Preparation Example 105 to give 0.86 g of 6-bromo-1-(3-chloro-4-methoxyphenyl)-1-hexanone. Starting materials: O=C1CCC=C1CCCCCCC(=O)O (7-(5-oxocyclopent-1-enyl)heptanoic acid), OO (hydrogen peroxide), [OH-].[Na+] (sodium hydroxide). Solvent: CO (methanol). Procedure details: A stirred solution of 7-(5-oxocyclopent-1-enyl)heptanoic acid (16.5 g) in methanol (400 ml) was treated slowly with aqueous hydrogen peroxide solution (32 ml; 100 volume strength) and 4N sodium hydroxide solution (28 ml) at 5° to 10° C. and allowed to stand at room temperature for 18 hours. The solution was concentrated in vacuo (to a volume of about 100 ml) and water (100 ml) was then added to the residue. The mixture was washed with chloroform and the chloroform discarded. The aqueous solution... The product is O1C2(C1CCC2=O)CCCCCCC(=O)O ((±)-7-(1,2-epoxy-5-oxocyclopentyl)heptanoic acid). RXN SMILES: [O:1]=[C:2]1[C:6]([CH2:7][CH2:8][CH2:9][CH2:10][CH2:11][CH2:12][C:13]([OH:15])=[O:14])=[CH:5][CH2:4][CH2:3]1.[OH:16]O.[OH-].[Na+]>CO>[O:1]1[CH:2]2[CH2:3][CH2:4][C:5](=[O:16])[C:6]12[CH2:7][CH2:8][CH2:9][CH2:10][CH2:11][CH2:12][C:13]([OH:15])=[O:14] |f:2.3|. Conditions: time 18 hour. Reaction SMILES: [CH3:23][CH2:24][O:25][C:26](=[O:27])[CH3:28].[CH3:29][C:30](=[O:31])[OH:32].[CH3:4][O:5][c:6]1[c:7]([O:15][c:16]2[c:17]([Cl:22])[cH:18][cH:19][cH:20][cH:21]2)[cH:8][cH:9][cH:10][c:11]1[CH:12]=[CH:13][CH3:14].[O-:1][O+:2]=[O:3]>>[O:1]=[CH:12][c:11]1[c:6]([O:5][CH3:4])[c:7]([O:15][c:16]2[c:17]([Cl:22])[cH:18][cH:19][cH:20][cH:21]2)[cH:8][cH:9][cH:10]1. Reactants: CCOC(C)=O, CC(=O)O, CC=Cc1cccc(Oc2ccccc2Cl)c1OC, O=[O+][O-]. Yields the product COc1c(C=O)cccc1Oc1ccccc1Cl.